Dataset: the Open Reaction Database (ORD), a public repository of structured organic reaction records. Task: describe an organic reaction: reactants, conditions, products, and yield Starting materials: C(C)(=O)O[BH-](OC(C)=O)OC(C)=O.[Na+] (sodium triacetoxyborohydride), CN1CCNCC1 (N-methyl piperazine), ClC=1C=C(C=O)C=CC1[N+](=O)[O-] (3-chloro-4-nitrobenzaldehyde), C(C)(=O)O (acetic acid). Run in C1(=CC=CC=C1)C (toluene), C1(=CC=CC=C1)C (toluene). Reaction conditions: time 8 hour. Product: ClC=1C=C(C=CC1[N+](=O)[O-])CN1CCN(CC1)C (1-[(3-chloro-4-nitrophenyl)methyl]-4-methylpiperazine). The yield is 71.2%. As a reaction SMILES: [CH3:1][N:2]1[CH2:7][CH2:6][NH:5][CH2:4][CH2:3]1.[Cl:8][C:9]1[CH:10]=[C:11]([CH:14]=[CH:15][C:16]=1[N+:17]([O-:19])=[O:18])[CH:12]=O.C(O)(=O)C.C(O[BH-](OC(=O)C)OC(=O)C)(=O)C.[Na+]>C1(C)C=CC=CC=1>[Cl:8][C:9]1[CH:10]=[C:11]([CH2:12][N:5]2[CH2:6][CH2:7][N:2]([CH3:1])[CH2:3][CH2:4]2)[CH:14]=[CH:15][C:16]=1[N+:17]([O-:19])=[O:18] |f:3.4|. Procedure: N-methyl piperazine (2.50 mL, 22.5 mmol) was added dropwise to a solution of 3-chloro-4-nitrobenzaldehyde (2.09 g, 11.3 mmol) and acetic acid (0.29 mL, 5.14 mmol) in toluene (11.7 mL) at room temperature. The reaction mixture was stirred for 1.5 h at room temperature before the addition of further toluene (4.4 mL) and sodium triacetoxyborohydride (3.58 g, 16.9 mmol). The reaction mixture was stirred at room temperature overnight and then quenched by the addition of MeOH (3 mL) and saturated aque... Reactants: C(C1=CC=CC=C1)OC1=CC(=C(C=O)C=C1)O (4-(Benzyloxy)-2-hydroxybenzaldehyde), BrCCCC(=O)OCC (ethyl 4-bromobutyrate), C([O-])([O-])=O.[K+].[K+] (potassium carbonate), [I-].[Na+] (sodium iodide). Run in CN(C=O)C (N,N-dimethylformamide), O (water). Reaction conditions: time 8 hour. Product: C(C1=CC=CC=C1)OC=1C=CC(=C(OCCCC(=O)OCC)C1)C=O (ethyl 4-[5-(benzyloxy)-2-formylphenoxy]butyrate). RXN SMILES: [CH2:1]([O:8][C:9]1[CH:16]=[CH:15][C:12]([CH:13]=[O:14])=[C:11]([OH:17])[CH:10]=1)[C:2]1[CH:7]=[CH:6][CH:5]=[CH:4][CH:3]=1.Br[CH2:19][CH2:20][CH2:21][C:22]([O:24][CH2:25][CH3:26])=[O:23].C(=O)([O-])[O-].[K+].[K+].[I-].[Na+]>O.CN(C)C=O>[CH2:1]([O:8][C:9]1[CH:16]=[CH:15][C:12]([CH:13]=[O:14])=[C:11]([CH:10]=1)[O:17][CH2:19][CH2:20][CH2:21][C:22]([O:24][CH2:25][CH3:26])=[O:23])[C:2]1[CH:3]=[CH:4][CH:5]=[CH:6][CH:7]=1 |f:2.3.4,5.6|. Reported procedure: 4-(Benzyloxy)-2-hydroxybenzaldehyde (5.8 g), ethyl 4-bromobutyrate (7.1 mL), potassium carbonate (10.5 g) and sodium iodide (3.8 g) were added to N,N-dimethylformamide (50 mL), and the mixture was stirred overnight at room temperature. The mixture was poured into water and extracted with ethyl acetate. The organic layer was washed with water and brine and dried over magnesium sulfate, and the solvent was evaporated. The residue was purified by silica gel column chromatography (ethyl acetate:hexa... Starting materials: [Cl-].[NH4+] (ammonium chloride), BrCC1=C(C(N(C(N1C1=CC(=CC=C1)C(F)(F)F)=O)C)=O)C1=CC=NN1C1=CC=C(C#N)C=C1 (4-(5-(6-(Bromomethyl)-3-methyl-2,4-dioxo-1-(3-(trifluoromethyl)phenyl)-1,2,3,4-tetrahydropyrimidin-5-yl)-1H-pyrazol-1-yl)benzonitrile), CN1C(N(C(=C(C1=O)C1=CC=NN1C1=CC=C(C#N)C=C1)C)C1=CC(=CC=C1)C(F)(F)F)=O (4-[5-[3,6-dimethyl-2,4-dioxo-1-(3-trifluoromethylphenyl)-1,2,3,4-tetrahydropyrimidin-5-yl]-1H-pyrazol-1-yl]benzonitrile), C[Si]([N-][Si](C)(C)C)(C)C.[Li+] (lithium hexamethyldisilazide), BrN1C(CCC1=O)=O (N-bromosuccinimide). The solvent is O1CCCC1 (tetrahydrofuran). Conditions: temperature 0 celsius. The product is BrC(C1=C(C(N(C(N1C1=CC(=CC=C1)C(F)(F)F)=O)C)=O)C1=CC=NN1C1=CC=C(C#N)C=C1)Br (4-(5-(6-(dibromomethyl)-3-methyl-2,4-dioxo-1-(3-(trifluoromethyl)phenyl)-1,2,3,4-tetrahydropyrimidin-5-yl)-1H-pyrazol-1-yl)benzonitrile). RXN SMILES: CN1C(=O)C(C2N(C3C=CC(C#N)=CC=3)N=CC=2)=C(C)N(C2C=CC=C(C(F)(F)F)C=2)C1=O.C[Si](C)(C)[N-][Si](C)(C)C.[Li+].[Br:44]N1C(=O)CCC1=O.[Cl-].[NH4+].[Br:54][CH2:55][C:56]1[N:61]([C:62]2[CH:67]=[CH:66][CH:65]=[C:64]([C:68]([F:71])([F:70])[F:69])[CH:63]=2)[C:60](=[O:72])[N:59]([CH3:73])[C:58](=[O:74])[C:57]=1[C:75]1[N:79]([C:80]2[CH:87]=[CH:86][C:83]([C:84]#[N:85])=[CH:82][CH:81]=2)[N:78]=[CH:77][CH:76]=1>O1CCCC1>[Br:54][CH:55]([Br:44])[C:56]1[N:61]([C:62]2[CH:67]=[CH:66][CH:65]=[C:64]([C:68]([F:71])([F:70])[F:69])[CH:63]=2)[C:60](=[O:72])[N:59]([CH3:73])[C:58](=[O:74])[C:57]=1[C:75]1[N:79]([C:80]2[CH:81]=[CH:82][C:83]([C:84]#[N:85])=[CH:86][CH:87]=2)[N:78]=[CH:77][CH:76]=1 |f:1.2,4.5|. Procedure details: To a solution of 4-[5-[3,6-dimethyl-2,4-dioxo-1-(3-trifluoromethylphenyl)-1,2,3,4-tetrahydropyrimidin-5-yl]-1H-pyrazol-1-yl]benzonitrile (prepared in Example 1) (30.0 mg) in tetrahydrofuran (1.0 ml) was added at 0° C. lithium hexamethyldisilazide (0.1 ml: 1M tetrahydrofuran solution) followed by an addition of N-bromosuccinimide (14.4 mg), and the resulting mixture was stirred at 0° C. for a half hour. To the reaction mixture was added saturated aqueous ammonium chloride solution (5 ml) and the ... The reactants are COC1=C(C=O)C(=CC(=C1)OC)OC (2,4,6-trimethoxybenzaldehyde), [Br-].S1C(=CC=C1)C[P+](C1=CC=CC=C1)(C1=CC=CC=C1)C1=CC=CC=C1 (thiophene-2-ylmethyltriphenylphosphonium bromide), ice water, C(Cl)(Cl)Cl (chloroform), C1(=CC=CC=C1)[Li] (phenyllithium). Solvent: O1CCCC1 (tetrahydrofuran), O1CCCC1 (tetrahydrofuran). The product is COC1=C(C(=CC(=C1)OC)OC)C=CC=1SC=CC1 (2-[2-(2,4,6-trimethoxyphenyl)vinyl]thiophene). The yield is 92.8%. Reaction SMILES: C1([Li])C=CC=CC=1.[Br-].[S:9]1[CH:13]=[CH:12][CH:11]=[C:10]1[CH2:14][P+](C1C=CC=CC=1)(C1C=CC=CC=1)C1C=CC=CC=1.[CH3:34][O:35][C:36]1[CH:43]=[C:42]([O:44][CH3:45])[CH:41]=[C:40]([O:46][CH3:47])[C:37]=1[CH:38]=O.C(Cl)(Cl)Cl>O1CCCC1>[CH3:34][O:35][C:36]1[CH:43]=[C:42]([O:44][CH3:45])[CH:41]=[C:40]([O:46][CH3:47])[C:37]=1[CH:38]=[CH:14][C:10]1[S:9][CH:13]=[CH:12][CH:11]=1 |f:1.2|. Procedure: In a stream of argon, to 30 ml of tetrahydrofuran was added 0.95 g of phenyllithium (19% solution in dibutylether) (2.15 mmol). To this mixture, 0.78 g (1.98 mmol) of thiophene-2-ylmethyltriphenylphosphonium bromide was added under cooling. After the mixture was well-stirred, 0.38 g (1.98 mmol) of 2,4,6-trimethoxybenzaldehyde dissolved in 3 ml of tetrahydrofuran was added dropwise. The mixture was reacted with stirring for 1.5 hours. After the reaction mixture was poured into 70 ml of ice water,... Reactants: C(C1=CC=CC=C1)(C1=CC=CC=C1)N1CC(C1)(C)NC1CC1 (1-benzhydryl-3-cyclopropylamino-3-methyl-azetidine), CS(=O)(=O)O (methanesulphonic acid). Reagents/catalysts: [OH-].[OH-].[Pd+2] (palladium hydroxide on carbon). Run in CO (methanol). The product is CS(=O)(=O)O.CS(=O)(=O)O.C1(CC1)NC1(CNC1)C (3-cyclopropylamino-3-methylazetidine dimethanesulphonate). Isolated yield 57.6%. RXN SMILES: C([N:14]1[CH2:17][C:16]([NH:19][CH:20]2[CH2:22][CH2:21]2)([CH3:18])[CH2:15]1)(C1C=CC=CC=1)C1C=CC=CC=1.[CH3:23][S:24]([OH:27])(=[O:26])=[O:25]>CO.[OH-].[OH-].[Pd+2]>[CH3:23][S:24]([OH:27])(=[O:26])=[O:25].[CH3:23][S:24]([OH:27])(=[O:26])=[O:25].[CH:20]1([NH:19][C:16]2([CH3:18])[CH2:17][NH:14][CH2:15]2)[CH2:22][CH2:21]1 |f:3.4.5,6.7.8|. Procedure details: 14.5 g of 1-benzhydryl-3-cyclopropylamino-3-methyl-azetidine in 150 cm3 of methanol are hydrogenated at atmospheric pressure and at a temperature in the region of 20° C. for 1 hour in the presence of 5.6 g of 20% palladium hydroxide on carbon. The reaction mixture is treated with 10 g of methanesulphonic acid. After removal of the catalyst by filtration and concentration to dryness under reduced pressure (20 kPa) at approximately 40° C., the residue is washed with 3 times 150 cm3 of ethyl ether.... Starting materials: CC#N, CC(=O)O, C1COCCO1, CNC(=O)Nc1ccc(B2OC(C)(C)C(C)(C)O2)cc1, CC12COCCN1c1nc(Cl)ncc1N(CC1CC1)C2=O, [Na+], O=C([O-])O, O, O. Yields the product CNC(=O)Nc1ccc(-c2ncc3c(n2)N2CCOCC2(C)C(=O)N3CC2CC2)cc1. RXN SMILES: [C:54](#[N:55])[CH3:56].[C:58]([OH:59])(=[O:60])[CH3:61].[CH2:22]1[O:23][CH2:24][CH2:25][O:26][CH2:27]1.[CH3:28][NH:29][C:30](=[O:31])[NH:32][c:33]1[cH:34][cH:35][c:36]([B:39]2[O:40][C:41]([CH3:42])([CH3:43])[C:44]([CH3:45])([CH3:46])[O:47]2)[cH:37][cH:38]1.[Cl:1][c:2]1[n:3][c:4]2[c:9]([cH:10][n:11]1)[N:8]([CH2:12][CH:13]1[CH2:14][CH2:15]1)[C:7](=[O:16])[C:6]1([CH3:21])[N:5]2[CH2:20][CH2:19][O:18][CH2:17]1.[Na+:52].[O-:48][C:49]([OH:50])=[O:51].[OH2:53].[OH2:57]>>[c:2]1(-[c:36]2[cH:35][cH:34][c:33]([NH:32][C:30]([NH:29][CH3:28])=[O:31])[cH:38][cH:37]2)[n:3][c:4]2[c:9]([cH:10][n:11]1)[N:8]([CH2:12][CH:13]1[CH2:14][CH2:15]1)[C:7](=[O:16])[C:6]1([CH3:21])[N:5]2[CH2:20][CH2:19][O:18][CH2:17]1. The reactants are OC1=NC=CC(=C1)O (2,4-dihydroxypyridine), OS(=O)(=O)O.O=S(=O)=O (oleum), HgSO4. Solvent: CO.CC(=O)C (MeOH acetone). Run at temperature -50 celsius. Yields the product OC1=NC=C(C(=C1)O)S(=O)(=O)O (2,4-Dihydroxypyridine-5-sulfonic acid). Reaction SMILES: [OH:1][C:2]1[CH:7]=[C:6]([OH:8])[CH:5]=[CH:4][N:3]=1.[OH:9][S:10](O)(=[O:12])=[O:11].O=S(=O)=O>CO.CC(C)=O>[OH:1][C:2]1[CH:7]=[C:6]([OH:8])[C:5]([S:10]([OH:12])(=[O:11])=[O:9])=[CH:4][N:3]=1 |f:1.2,3.4|. Reported procedure: 5 g of 2,4-dihydroxypyridine are slowly added, at a temperature in the region of -10° C., to 12.5 cm3 of sulfuric oleum containing 20% SO3 and containing 250 mg of HgSO4. After having left to return to ordinary temperature, the mixture is progressively brought to 150° C. and then maintained at this temperature for 16 hours. The mixture is poured onto a MeOH/acetone (50/50) mixture cooled to around -50° C. A beige precipitate is formed which is recrystallized from the same MeOH/acetone mixture. Starting materials: CCOC(C)=O, Cc1ccc(C2c3c(C)c(N)c(C)c(C)c3OC2(C)C)cc1, COc1ccc(C(=O)Cl)cc1, CCCCCC. Yields the product COc1ccc(C(=O)Nc2c(C)c(C)c3c(c2C)C(c2ccc(C)cc2)C(C)(C)O3)cc1. RXN SMILES: [C:40]([O:41][CH2:42][CH3:43])(=[O:44])[CH3:45].[CH3:1][C:2]1([CH3:22])[O:3][c:4]2[c:5]([c:14]([CH3:21])[c:15]([NH2:20])[c:16]([CH3:19])[c:17]2[CH3:18])[CH:6]1[c:7]1[cH:8][cH:9][c:10]([CH3:13])[cH:11][cH:12]1.[CH3:23][O:24][c:25]1[cH:26][cH:27][c:28]([C:29](=[O:30])[Cl:31])[cH:32][cH:33]1.[CH3:34][CH2:35][CH2:36][CH2:37][CH2:38][CH3:39]>>[CH3:1][C:2]1([CH3:22])[O:3][c:4]2[c:5]([c:14]([CH3:21])[c:15]([NH:20][C:29]([c:28]3[cH:27][cH:26][c:25]([O:24][CH3:23])[cH:33][cH:32]3)=[O:30])[c:16]([CH3:19])[c:17]2[CH3:18])[CH:6]1[c:7]1[cH:8][cH:9][c:10]([CH3:13])[cH:11][cH:12]1.